From a dataset of the Open Reaction Database (ORD), a public repository of structured organic reaction records. describe an organic reaction: reactants, conditions, products, and yield Procedure details: To a suspension of furo[2,3-b]pyridine-3-carboxaldehyde (67 mmol) [J. Heterocyclic Chem., 23, 1465 (1986)] in 52 mL H2O were added NaH2PO4 (67 mmol), 260 mL t-BuOH, 71 mL 2-methyl-2-butene followed by portionwise addition of NaClO2 (100 mmol) at 0° C. After 15 min, the cooling bath was removed and the reaction was stirred at RT for 24 h. A solution of sat. aq. NaHCO3 was added and the mixture was extracted with EtOAc. The water phase was acidified with 1N HCl solution and it was then extracted 3... Solvent: O (H2O). The reactants are NaH2PO4, CC(C)(C)O (t-BuOH), CC(C)=CC (2-methyl-2-butene), [O-]Cl=O.[Na+] (NaClO2), O1C=C(C=2C1=NC=CC2)C=O (furo[2,3-b]pyridine-3-carboxaldehyde). Product: O1C=C(C=2C1=NC=CC2)C(=O)O (furo[2,3-b]pyridine-3-carboxylic acid). Conditions: time 15 minute. RXN SMILES: [O:1]1[C:5]2=[N:6][CH:7]=[CH:8][CH:9]=[C:4]2[C:3]([CH:10]=[O:11])=[CH:2]1.CC([OH:16])(C)C.CC(=CC)C.[O-]Cl=O.[Na+]>O>[O:1]1[C:5]2=[N:6][CH:7]=[CH:8][CH:9]=[C:4]2[C:3]([C:10]([OH:16])=[O:11])=[CH:2]1 |f:3.4|. The yield is 76.5%. Reaction conditions: time 20 hour. Starting materials: C(C)(C)(C)OC(=O)N(C(CC=1C=C2CCNC2=C(C1)C(=O)N)C)CCOC1=C(C=CC=C1)OCC (5-[2-[N-tert-butoxycarbonyl-2-(2-ethoxyphenoxy)ethylamino]propyl]indoline-7-carboxamide), ClC=1C=C(C(=O)Cl)C=CC1Cl (3,4-dichlorobenzoyl chloride), P(=O)([O-])([O-])[O-] (phosphate). As a reaction SMILES: [C:1]([O:5][C:6]([N:8]([CH2:24][CH2:25][O:26][C:27]1[CH:32]=[CH:31][CH:30]=[CH:29][C:28]=1[O:33][CH2:34][CH3:35])[CH:9]([CH3:23])[CH2:10][C:11]1[CH:12]=[C:13]2[C:17](=[C:18]([C:20]([NH2:22])=O)[CH:19]=1)[NH:16][CH2:15][CH2:14]2)=[O:7])([CH3:4])([CH3:3])[CH3:2].[Cl:36][C:37]1[CH:38]=[C:39]([CH:43]=[CH:44][C:45]=1[Cl:46])[C:40](Cl)=[O:41].P([O-])([O-])([O-])=O>C(Cl)Cl.N1C=CC=CC=1>[C:1]([O:5][C:6]([N:8]([CH2:24][CH2:25][O:26][C:27]1[CH:32]=[CH:31][CH:30]=[CH:29][C:28]=1[O:33][CH2:34][CH3:35])[CH:9]([CH3:23])[CH2:10][C:11]1[CH:12]=[C:13]2[C:17](=[C:18]([C:20]#[N:22])[CH:19]=1)[N:16]([C:40](=[O:41])[C:39]1[CH:43]=[CH:44][C:45]([Cl:46])=[C:37]([Cl:36])[CH:38]=1)[CH2:15][CH2:14]2)=[O:7])([CH3:3])([CH3:4])[CH3:2]. Run in C(Cl)Cl (methylene chloride), N1=CC=CC=C1 (pyridine). Procedure: To a solution of 5-[2-[N-tert-butoxycarbonyl-2-(2-ethoxyphenoxy)ethylamino]propyl]indoline-7-carboxamide (97 mg) in methylene chloride (1 ml) and pyridine (1 ml) was added 3,4-dichlorobenzoyl chloride (84 mg), and the mixture was stirred at room temperature for 20 hours. The pH of the reaction mixture was adjusted to pH 7 with phosphate buffer solution, and the mixture was extracted with ethyl acetate. The extract was washed with water, and dried over anhydrous magnesium sulfate. The solvent was... The product is C(C)(C)(C)OC(=O)N(C(CC=1C=C2CCN(C2=C(C1)C#N)C(C1=CC(=C(C=C1)Cl)Cl)=O)C)CCOC1=C(C=CC=C1)OCC (5-[2-[N-tert-butoxycarbonyl-2-(2-ethoxyphenoxy)ethylamino]propyl]-1-(3,4-dichlorobenzoyl)indoline-7-carbonitrile). The reactants are BrC1=C(C=CC=C1)S (2-bromothiophenol), C([O-])([O-])=O.[K+].[K+] (potassium carbonate), O (water), BrCC(OCC)OCC (2-bromo-1,1-diethoxyethane). Run in CN(C)C=O (DMF). Conditions: time 2 hour. Yields the product BrC1=C(C=CC=C1)SC=COCC (1-Bromo-2-(2-ethoxyvinylsulfanyl)benzene). RXN SMILES: [Br:1][C:2]1[CH:7]=[CH:6][CH:5]=[CH:4][C:3]=1[SH:8].C(=O)([O-])[O-].[K+].[K+].Br[CH2:16][CH:17](OCC)[O:18][CH2:19][CH3:20].O>CN(C=O)C>[Br:1][C:2]1[CH:7]=[CH:6][CH:5]=[CH:4][C:3]=1[S:8][CH:16]=[CH:17][O:18][CH2:19][CH3:20] |f:1.2.3|. Procedure details: To a solution of 2-bromothiophenol (10.50 g, 55.87 mmol) in dry DMF (50 mL) under nitrogen is added cautiously potassium carbonate (9.2 mL, 61.46 mmol, 1.10 equiv.). Once bubbling has subsided, 2-bromo-1,1-diethoxyethane (8.46 g, 61.46 mmol, 1.10 equiv.) is added to the mixture and stirred for 2 h at room temperature. The resulting suspension is poured onto 200 mL of iced water and extracted with diethyl ether (3×50 mL). The organic layers are washed with brine, dried over MgSO4 to afford after ... Starting materials: CC(C)=O, COc1ccc(F)cc1C=O, [Na+], [OH-], O. Product: COc1ccc(F)cc1C=CC(C)=O. As a reaction SMILES: [CH3:14][C:15]([CH3:16])=[O:17].[F:3][c:4]1[cH:5][cH:6][c:7]([O:12][CH3:13])[c:8]([CH:9]=[O:10])[cH:11]1.[Na+:2].[OH-:1].[OH2:18]>>[F:3][c:4]1[cH:5][cH:6][c:7]([O:12][CH3:13])[c:8]([CH:9]=[CH:14][C:15]([CH3:16])=[O:17])[cH:11]1. Reactants: CC(=O)O, CO, Nc1n[nH]c2ncnc(Nc3cccc(Cl)c3)c12, O=Cc1ccncc1. Product: Clc1cccc(Nc2ncnc3[nH]nc(N=Cc4ccncc4)c23)c1. Reaction SMILES: [CH3:19][C:20](=[O:21])[OH:22].[CH3:31][OH:32].[NH2:1][c:2]1[n:3][nH:4][c:5]2[n:6][cH:7][n:8][c:9]([NH:11][c:12]3[cH:13][c:14]([Cl:18])[cH:15][cH:16][cH:17]3)[c:10]12.[n:23]1[cH:24][cH:25][c:26]([CH:29]=[O:30])[cH:27][cH:28]1>>[N:1]([c:2]1[n:3][nH:4][c:5]2[n:6][cH:7][n:8][c:9]([NH:11][c:12]3[cH:13][c:14]([Cl:18])[cH:15][cH:16][cH:17]3)[c:10]12)=[CH:29][c:26]1[cH:25][cH:24][n:23][cH:28][cH:27]1. Starting materials: C(CCCCCCCCCCCCCCCCCCCO)O (icosane-1,20-diol), Br (HBr). Yields the product BrCCCCCCCCCCCCCCCCCCCCO (20-Bromo-icosan-1-ol). Procedure details: 20-Bromo-icosan-1-ol was synthesized according to Uneyama et al, Tetrahedron Letters, 1991, 32(11), 1459-1462. Briefly, 400 ml petrolether were heated before 240 ml petrolether, 20.34 g icosane-1,20-diol and 280 ml HBr (48% in H2O) were added. The mixture was refluxed over night and incubated at room temperature for another day. The precipitate was then removed by filtration and dissolved in 300 ml dichloromethane. The solution was dried over Na2SO4 and filtered through silica gel. The solvent w... As a reaction SMILES: [CH2:1](O)[CH2:2][CH2:3][CH2:4][CH2:5][CH2:6][CH2:7][CH2:8][CH2:9][CH2:10][CH2:11][CH2:12][CH2:13][CH2:14][CH2:15][CH2:16][CH2:17][CH2:18][CH2:19][CH2:20][OH:21].[BrH:23]>>[Br:23][CH2:1][CH2:2][CH2:3][CH2:4][CH2:5][CH2:6][CH2:7][CH2:8][CH2:9][CH2:10][CH2:11][CH2:12][CH2:13][CH2:14][CH2:15][CH2:16][CH2:17][CH2:18][CH2:19][CH2:20][OH:21]. The reactants are solution, [CH-]1C=CC=C1.[Na+] (sodium cyclopentadienide), ICCC(=O)OC (methyl 3-iodopropionate). Solvent: C(C)OCC (diethyl ether), O1CCCC1 (tetrahydrofuran), O1CCCC1 (tetrahydrofuran). Run at temperature -78 celsius, time 2 hour. The product is C1(=CC=CC1)CCC(=O)OC (methyl 3-cylopenta-1,3-dienylpropionate), C1(=CCC=C1)CCC(=O)OC (methyl 3-cylopenta-1,4-dienylpropionate). Yield: 46.0%. Reaction SMILES: [CH-:1]1[CH:5]=[CH:4][CH:3]=[CH:2]1.[Na+].I[CH2:8][CH2:9][C:10]([O:12][CH3:13])=[O:11]>C(OCC)C.O1CCCC1>[C:1]1([CH2:8][CH2:9][C:10]([O:12][CH3:13])=[O:11])[CH2:5][CH:4]=[CH:3][CH:2]=1.[C:1]1([CH2:8][CH2:9][C:10]([O:12][CH3:13])=[O:11])[CH:5]=[CH:4][CH2:3][CH:2]=1 |f:0.1|. Procedure: The above compounds were prepared using a modified literature method (16). A 2.0 M solution of sodium cyclopentadienide in tetrahydrofuran (105.10 mL, 210.28 mmol) was added dropwise over 15 minutes to a stirred solution of methyl 3-iodopropionate (45.00 g, 210.28 mmol) in anhydrous diethyl ether (280 mL) and anhydrous tetrahydrofuran (200 mL) under nitrogen at −78° C. The resulting reaction mixture was stirred at −78° C. for 2 hours and then stored at −20° C. for a further 15 hours. The resulti... The reactants are BrCc1nsc2ncccc12, CS(C)=O, O. Product: OCc1nsc2ncccc12. Reaction SMILES: [Br:1][CH2:2][c:3]1[n:4][s:5][c:6]2[n:7][cH:8][cH:9][cH:10][c:11]12.[CH3:12][S:13](=[O:14])[CH3:15].[OH2:16]>>[CH2:2]([c:3]1[n:4][s:5][c:6]2[n:7][cH:8][cH:9][cH:10][c:11]12)[OH:14]. As a reaction SMILES: [CH3:1][n:2]1[c:3](=[O:31])[n:4]([CH2:27][CH:28]([CH3:29])[CH3:30])[c:5]2[c:6]([c:7]1=[O:8])[c:9]([CH2:23][C:24](=[O:25])[OH:26])[c:10]([CH2:12][c:13]1[c:14]([C:19]([F:20])([F:21])[F:22])[cH:15][cH:16][cH:17][cH:18]1)[s:11]2.[CH3:32][NH:33][CH2:34][CH2:35][OH:36].[CH3:37][N:38]1[CH2:39][CH2:40][CH2:41][C:42]1=[O:43].[CH3:45][N:46]([CH3:47])[CH2:48][CH2:49][CH2:50][N:51]=[C:52]=[N:53][CH2:54][CH3:55].[ClH:44].[OH:56][n:57]1[c:58]2[c:59]([cH:60][cH:61][cH:62][cH:63]2)[n:64][n:65]1>>[CH3:1][n:2]1[c:3](=[O:31])[n:4]([CH2:27][CH:28]([CH3:29])[CH3:30])[c:5]2[c:6]([c:7]1=[O:8])[c:9]([CH2:23][C:24](=[O:26])[N:33]([CH3:32])[CH2:34][CH2:35][OH:36])[c:10]([CH2:12][c:13]1[c:14]([C:19]([F:20])([F:21])[F:22])[cH:15][cH:16][cH:17][cH:18]1)[s:11]2. Yields the product CC(C)Cn1c(=O)n(C)c(=O)c2c(CC(=O)N(C)CCO)c(Cc3ccccc3C(F)(F)F)sc21. The reactants are CC(C)Cn1c(=O)n(C)c(=O)c2c(CC(=O)O)c(Cc3ccccc3C(F)(F)F)sc21, CNCCO, CN1CCCC1=O, CCN=C=NCCCN(C)C, Cl, On1nnc2ccccc21. Starting materials: ClC=1N(C2=CC(=C(C=C2C1C(C)=O)Cl)Cl)[C@H]1[C@H](O)[C@H](O)[C@H](O1)COC(C)=O (2,5,6-Trichloro-3-acetyl-1-(5-O-acetyl-β-D-ribofuranosyl)indole), C[O-].[Na+] (sodium methoxide). Solvent: CO (MeOH). Reaction conditions: time 45 minute. Yields the product ClC=1N(C2=CC(=C(C=C2C1C(C)=O)Cl)Cl)[C@H]1[C@H](O)[C@H](O)[C@H](O1)CO (2,5,6-Trichloro-3-acetyl-1-(β-D-ribofuranosyl)indole). Isolated yield 81.3%. As a reaction SMILES: [Cl:1][C:2]1[N:3]([C@@H:16]2[O:22][C@H:21]([CH2:23][O:24]C(=O)C)[C@@H:19]([OH:20])[C@H:17]2[OH:18])[C:4]2[C:9]([C:10]=1[C:11](=[O:13])[CH3:12])=[CH:8][C:7]([Cl:14])=[C:6]([Cl:15])[CH:5]=2.C[O-].[Na+]>CO>[Cl:1][C:2]1[N:3]([C@@H:16]2[O:22][C@H:21]([CH2:23][OH:24])[C@@H:19]([OH:20])[C@H:17]2[OH:18])[C:4]2[C:9]([C:10]=1[C:11](=[O:13])[CH3:12])=[CH:8][C:7]([Cl:14])=[C:6]([Cl:15])[CH:5]=2 |f:1.2|. Procedure: 2,5,6-Trichloro-3-acetyl-1-(5-O-acetyl-β-D-ribofuranosyl)indole (4.43, 232 mg, 0.53 mmol) was dissolved in dry MeOH (20 mL) to which was added sodium methoxide (35 mg, 0.65 mmol). The solution was stirred at room temperature for 45 min, and the solvent was then removed under vacuum. The residue was suspended in 10% aqueous NaHCO3 (50 mL) and the suspension extracted with EtOAc (2×50 mL). The combined organic extracts were dried over MgSO4, filtered and evaporated to yield a white solid. The soli...